This data is from the Open Reaction Database (ORD), a public repository of structured organic reaction records. The task is: describe an organic reaction: reactants, conditions, products, and yield Reactants: ClCCl, COc1ccc(-c2cc(CCC=O)on2)cc1OC, c1ccc(N2CCNCC2)cc1. Yields the product COc1ccc(-c2cc(CCCN3CCN(c4ccccc4)CC3)on2)cc1OC. RXN SMILES: [CH2:32]([Cl:33])[Cl:34].[CH3:1][O:2][c:3]1[cH:4][c:5](-[c:11]2[n:12][o:13][c:14]([CH2:16][CH2:17][CH:18]=[O:19])[cH:15]2)[cH:6][cH:7][c:8]1[O:9][CH3:10].[c:20]1([N:26]2[CH2:27][CH2:28][NH:29][CH2:30][CH2:31]2)[cH:21][cH:22][cH:23][cH:24][cH:25]1>>[CH3:1][O:2][c:3]1[cH:4][c:5](-[c:11]2[n:12][o:13][c:14]([CH2:16][CH2:17][CH2:18][N:29]3[CH2:28][CH2:27][N:26]([c:20]4[cH:21][cH:22][cH:23][cH:24][cH:25]4)[CH2:31][CH2:30]3)[cH:15]2)[cH:6][cH:7][c:8]1[O:9][CH3:10]. The reactants are [Br-], CCCCCCCCCCCC[n+]1ccccc1C, CO, O=Cc1ccc(N2CCCCC2)cc1. The product is [Br-], CCCCCCCCCCCC[n+]1ccccc1C=Cc1ccc(N2CCCCC2)cc1. As a reaction SMILES: [Br-:1].[CH2:2]([CH2:3][CH2:4][CH2:5][CH2:6][CH2:7][CH2:8][CH2:9][CH2:10][CH2:11][CH2:12][CH3:13])[n+:14]1[c:15]([CH3:20])[cH:16][cH:17][cH:18][cH:19]1.[CH3:35][OH:36].[N:21]1([c:27]2[cH:28][cH:29][c:30]([CH:31]=[O:32])[cH:33][cH:34]2)[CH2:22][CH2:23][CH2:24][CH2:25][CH2:26]1>>[Br-:1].[CH2:2]([CH2:3][CH2:4][CH2:5][CH2:6][CH2:7][CH2:8][CH2:9][CH2:10][CH2:11][CH2:12][CH3:13])[n+:14]1[c:15]([CH:20]=[CH:31][c:30]2[cH:29][cH:28][c:27]([N:21]3[CH2:22][CH2:23][CH2:24][CH2:25][CH2:26]3)[cH:34][cH:33]2)[cH:16][cH:17][cH:18][cH:19]1. Starting materials: COC1=CC=C(C(C2=CC=C(C=C2)OC)(C2=CC=CC=C2)OC[C@@H]2[C@](C[C@@H](O2)N2C(=O)NC(=O)C(C)=C2)(O)COS(=O)(=O)C2=CC=C(C=C2)C)C=C1 (5′-O-(4,4′-dimethoxytrityl)-3′-p-toluensulfonyloxymethylthymidine), [N-]=[N+]=[N-].[Na+] (NaN3). Run in CN(C)C=O (DMF), CCOC(=O)C (EtOAc). Yields the product COC1=CC=C(C(C2=CC=C(C=C2)OC)(C2=CC=CC=C2)OC[C@@H]2[C@](C[C@@H](O2)N2C(=O)NC(=O)C(C)=C2)(O)CN=[N+]=[N-])C=C1 (5′-O-(4,4′-dimethoxytrityl)-3′-C-azidomethylthymidine). The yield is 91.0%. Reaction SMILES: [CH3:1][O:2][C:3]1[CH:52]=[CH:51][C:6]([C:7]([O:22][CH2:23][C@H:24]2[O:28][C@@H:27]([N:29]3[CH:37]=[C:35]([CH3:36])[C:33](=[O:34])[NH:32][C:30]3=[O:31])[CH2:26][C@:25]2([CH2:39]OS(C2C=CC(C)=CC=2)(=O)=O)[OH:38])([C:16]2[CH:21]=[CH:20][CH:19]=[CH:18][CH:17]=2)[C:8]2[CH:13]=[CH:12][C:11]([O:14][CH3:15])=[CH:10][CH:9]=2)=[CH:5][CH:4]=1.[N-:53]=[N+:54]=[N-:55].[Na+]>CN(C=O)C.CCOC(C)=O>[CH3:15][O:14][C:11]1[CH:10]=[CH:9][C:8]([C:7]([O:22][CH2:23][C@H:24]2[O:28][C@@H:27]([N:29]3[CH:37]=[C:35]([CH3:36])[C:33](=[O:34])[NH:32][C:30]3=[O:31])[CH2:26][C@:25]2([CH2:39][N:53]=[N+:54]=[N-:55])[OH:38])([C:16]2[CH:17]=[CH:18][CH:19]=[CH:20][CH:21]=2)[C:6]2[CH:5]=[CH:4][C:3]([O:2][CH3:1])=[CH:52][CH:51]=2)=[CH:13][CH:12]=1 |f:1.2|. Procedure: A slurry of 5′-O-(4,4′-dimethoxytrityl)-3′-p-toluensulfonyloxymethylthymidine (0.40 g; 0.55 mmol) and NaN3 (0.11 g; 1.65 mmol) in anhydrous DMF (3 ml) was heated at 50° C. for 3 days. The reaction mixture was cooled to room temperature, diluted with EtOAc (30 ml), and washed with water (3×40 ml), then with 10% NaHCO3 (3×40 ml). The organic layer was dried over Na2SO4, concentrated and purified by chromatography on silica (EtOAc-Hexanes, 1:1) to yield 0.30 g (92%) of 5′-O-(4,4′-dimethoxytrityl)-3... Starting materials: CCCCCC, [Na+], [OH-], O, O=C(O)C1CCCN1, O=C(Cl)CCCc1ccccc1, c1ccccc1. Product: O=C(O)C1CCCN1C(=O)CCCc1ccccc1. As a reaction SMILES: [CH3:21][CH2:22][CH2:23][CH2:24][CH2:25][CH3:26].[Na+:28].[OH-:27].[OH2:29].[OH:1][C:2](=[O:3])[CH:4]1[CH2:5][CH2:6][CH2:7][NH:8]1.[c:9]1([CH2:15][CH2:16][CH2:17][C:18](=[O:19])[Cl:20])[cH:10][cH:11][cH:12][cH:13][cH:14]1.[cH:30]1[cH:31][cH:32][cH:33][cH:34][cH:35]1>>[OH:1][C:2](=[O:3])[CH:4]1[CH2:5][CH2:6][CH2:7][N:8]1[C:18]([CH2:17][CH2:16][CH2:15][c:9]1[cH:10][cH:11][cH:12][cH:13][cH:14]1)=[O:19]. The reactants are CNC (dimethylamine), ICC(=O)OC(CC)C1=C(C(N2CC=3C(=NC4=CC=CC=C4C3)C2=C1)=O)C ((±)-7-[1-[(iodoacetyl)oxy]propyl]-8-methylindolizino[1,2-b]quinolin-9(11H)-one), C(Cl)Cl (CH2Cl2). Reported procedure: A stream of dimethylamine was introduced into a solution containing (±)-7-[1-[(iodoacetyl)oxy]propyl]-8-methylindolizino[1,2-b]quinolin-9(11H)-one (50 mg, 0.11 mmol) in anhydrous CH2Cl2 (15 mL). The resulting solution was allowed to stir for 2 h and then was concentrated under reduced pressure. The residue was partitioned between CH2Cl2 and H2O, and the organic layer was washed several times with H2O and dried over sodium sulfate. Into this solution was bubbled a stream of HCl gas, and the resul... Reaction conditions: time 2 hour. RXN SMILES: [CH3:1][NH:2][CH3:3].I[CH2:5][C:6]([O:8][CH:9]([C:12]1[CH:28]=[C:27]2[N:15]([CH2:16][C:17]3[C:18]2=[N:19][C:20]2[C:25]([CH:26]=3)=[CH:24][CH:23]=[CH:22][CH:21]=2)[C:14](=[O:29])[C:13]=1[CH3:30])[CH2:10][CH3:11])=[O:7].C(Cl)[Cl:32]>>[ClH:32].[CH3:30][C:13]1[C:14](=[O:29])[N:15]2[C:27](=[CH:28][C:12]=1[CH:9]([O:8][C:6](=[O:7])[CH2:5][N:2]([CH3:3])[CH3:1])[CH2:10][CH3:11])[C:18]1=[N:19][C:20]3[C:25]([CH:26]=[C:17]1[CH2:16]2)=[CH:24][CH:23]=[CH:22][CH:21]=3 |f:3.4|. Product: Cl.CC=1C(N2CC=3C(=NC4=CC=CC=C4C3)C2=CC1C(CC)OC(CN(C)C)=O)=O ((±)-8-Methyl-7-[1-[[(dimethylamino)acetyl]oxy]propyl]indolizino[1,2-b]quinolin-9(11H)-one Hydrochloride). Starting materials: N1(CCCCC1)C1=C(C=CC=C1)C(CCC)N (1-(2-piperidino-phenyl)-1-butylamine), C(C)OC(=O)C1=C(C=C(C=C1)CC(=O)O)O (4-ethoxycarbonyl-3-hydroxy-phenylacetic acid). The product is OC1=C(C(=O)OCC)C=CC(=C1)CC(=O)NC(CCC)C1=C(C=CC=C1)N1CCCCC1 (Ethyl 2-hydroxy-4-[N-{1-(2-piperidino-phenyl)-1-butyl}-aminocarbonylmethyl]-benzoate). Reaction SMILES: [N:1]1([C:7]2[CH:12]=[CH:11][CH:10]=[CH:9][C:8]=2[CH:13]([NH2:17])[CH2:14][CH2:15][CH3:16])[CH2:6][CH2:5][CH2:4][CH2:3][CH2:2]1.[CH2:18]([O:20][C:21]([C:23]1[CH:28]=[CH:27][C:26]([CH2:29][C:30](O)=[O:31])=[CH:25][C:24]=1[OH:33])=[O:22])[CH3:19]>>[OH:33][C:24]1[CH:25]=[C:26]([CH2:29][C:30]([NH:17][CH:13]([C:8]2[CH:9]=[CH:10][CH:11]=[CH:12][C:7]=2[N:1]2[CH2:6][CH2:5][CH2:4][CH2:3][CH2:2]2)[CH2:14][CH2:15][CH3:16])=[O:31])[CH:27]=[CH:28][C:23]=1[C:21]([O:20][CH2:18][CH3:19])=[O:22]. Procedure: Prepared from 1-(2-piperidino-phenyl)-1-butylamine and 4-ethoxycarbonyl-3-hydroxy-phenylacetic acid. The reactants are [BH4-], COc1cccc(CN(CC(O)C(Cc2cc(F)cc(F)c2)NC(=O)c2cc(C(C)=O)cc(C(=O)NC(C)c3ccc(F)cc3)c2)C(=O)OC(C)(C)C)c1, CO, [Na+]. The product is COc1cccc(CN(CC(O)C(Cc2cc(F)cc(F)c2)NC(=O)c2cc(C(=O)NC(C)c3ccc(F)cc3)cc(C(C)O)c2)C(=O)OC(C)(C)C)c1. RXN SMILES: [BH4-:55].[C:1]([CH3:2])([CH3:3])([CH3:4])[O:5][C:6]([N:7]([CH2:8][c:9]1[cH:10][c:11]([O:15][CH3:16])[cH:12][cH:13][cH:14]1)[CH2:17][CH:18]([CH:19]([CH2:20][c:21]1[cH:22][c:23]([F:28])[cH:24][c:25]([F:27])[cH:26]1)[NH:29][C:30]([c:31]1[cH:32][c:33]([C:49]([CH3:50])=[O:51])[cH:34][c:35]([C:37]([NH:38][CH:39]([CH3:40])[c:41]2[cH:42][cH:43][c:44]([F:47])[cH:45][cH:46]2)=[O:48])[cH:36]1)=[O:52])[OH:53])=[O:54].[CH3:57][OH:58].[Na+:56]>>[C:1]([CH3:2])([CH3:3])([CH3:4])[O:5][C:6]([N:7]([CH2:8][c:9]1[cH:10][c:11]([O:15][CH3:16])[cH:12][cH:13][cH:14]1)[CH2:17][CH:18]([CH:19]([CH2:20][c:21]1[cH:22][c:23]([F:28])[cH:24][c:25]([F:27])[cH:26]1)[NH:29][C:30]([c:31]1[cH:32][c:33]([CH:49]([CH3:50])[OH:51])[cH:34][c:35]([C:37]([NH:38][CH:39]([CH3:40])[c:41]2[cH:42][cH:43][c:44]([F:47])[cH:45][cH:46]2)=[O:48])[cH:36]1)=[O:52])[OH:53])=[O:54]. RXN SMILES: C(OC([N:8]1[CH2:12][C@@H:11]([CH2:13][N:14]([CH:31]([CH3:33])[CH3:32])[C:15](=[O:30])[C:16]2[CH:21]=[CH:20][C:19]([O:22][CH3:23])=[C:18]([O:24][CH2:25][CH2:26][CH2:27][O:28][CH3:29])[CH:17]=2)[C@H:10]([CH2:34][N:35]([CH:46]2[CH2:48][CH2:47]2)[C:36]([N:38]([CH3:45])[C:39]2[CH:44]=[CH:43][CH:42]=[CH:41][CH:40]=2)=[O:37])[CH2:9]1)=O)(C)(C)C>Cl.O1CCOCC1>[CH:46]1([N:35]([CH2:34][C@@H:10]2[CH2:9][NH:8][CH2:12][C@H:11]2[CH2:13][N:14]([CH:31]([CH3:33])[CH3:32])[C:15](=[O:30])[C:16]2[CH:21]=[CH:20][C:19]([O:22][CH3:23])=[C:18]([O:24][CH2:25][CH2:26][CH2:27][O:28][CH3:29])[CH:17]=2)[C:36]([N:38]([CH3:45])[C:39]2[CH:40]=[CH:41][CH:42]=[CH:43][CH:44]=2)=[O:37])[CH2:48][CH2:47]1 |f:1.2|. Starting materials: C(C)(C)(C)OC(=O)N1C[C@H]([C@@H](C1)CN(C(C1=CC(=C(C=C1)OC)OCCCOC)=O)C(C)C)CN(C(=O)N(C1=CC=CC=C1)C)C1CC1 ((3R*,4R*)-3-(1-cyclopropyl-3-methyl-3-phenyl-ureidomethyl)-4-({isopropyl-[4-methoxy-3-(3-methoxy-propoxy)-benzoyl]-amino}-methyl)-pyrrolidine-1-carboxylic acid tert-butyl ester). Procedure: A solution of (3R*,4R*)-3-(1-cyclopropyl-3-methyl-3-phenyl-ureidomethyl)-4-({isopropyl-[4-methoxy-3-(3-methoxy-propoxy)-benzoyl]-amino}-methyl)-pyrrolidine-1-carboxylic acid tert-butyl ester (195 mg, 0.29 mmol) in 4N HCl/dioxane (8 mL) is stirred at RT until the reaction is complete. Lyophilization affords the title compound as a colorless foam. MS (LC-MS): 567.1 [M+H]+; tR (HPLC, Macherey-Nagel Nucleosil C18 column, 10-100% CH3CN/H2O/5 min, 100% CH3CN/3 min, CH3CN and H2O containing 0.1% TFA, f... Run in Cl.O1CCOCC1 (HCl dioxane). Yields the product C1(CC1)N(C(=O)N(C1=CC=CC=C1)C)C[C@H]1[C@@H](CNC1)CN(C(C1=CC(=C(C=C1)OC)OCCCOC)=O)C(C)C (N-[(3S*,4S*)-4-(1-Cyclopropyl-3-methyl-3-phenyl-ureidomethyl)-pyrrolidin-3-ylmethyl]-N-isopropyl-4-methoxy-3-(3-methoxy-propoxy)-benzamide). Reactants: O=C([O-])O, C=C(OCCCC)c1ccc(-c2ccc(C(C)(c3ccc(-c4cnc(-n5c(C)ccc5C)nc4)cc3)C(C)C)nc2)nn1, CCO, [Cl-], Cl, [Na+], [Na+]. Product: CC(=O)c1ccc(-c2ccc(C(C)(c3ccc(-c4cnc(-n5c(C)ccc5C)nc4)cc3)C(C)C)nc2)nn1. RXN SMILES: [C:45](=[O:46])([OH:47])[O-:48].[CH2:2]([CH2:3][CH2:4][CH3:5])[O:6][C:7](=[CH2:8])[c:9]1[n:10][n:11][c:12](-[c:15]2[cH:16][n:17][c:18]([C:21]([CH:22]([CH3:23])[CH3:24])([CH3:25])[c:26]3[cH:27][cH:28][c:29](-[c:32]4[cH:33][n:34][c:35](-[n:38]5[c:39]([CH3:44])[cH:40][cH:41][c:42]5[CH3:43])[n:36][cH:37]4)[cH:30][cH:31]3)[cH:19][cH:20]2)[cH:13][cH:14]1.[CH3:52][CH2:53][OH:54].[Cl-:51].[ClH:1].[Na+:49].[Na+:50]>>[O:6]=[C:7]([CH3:8])[c:9]1[n:10][n:11][c:12](-[c:15]2[cH:16][n:17][c:18]([C:21]([CH:22]([CH3:23])[CH3:24])([CH3:25])[c:26]3[cH:27][cH:28][c:29](-[c:32]4[cH:33][n:34][c:35](-[n:38]5[c:39]([CH3:44])[cH:40][cH:41][c:42]5[CH3:43])[n:36][cH:37]4)[cH:30][cH:31]3)[cH:19][cH:20]2)[cH:13][cH:14]1. Reactants: C(C1=CC=CC=C1)(=O)N (benzamide), NC=1N=CC(=NC1C#N)C=1C=C(C(=O)NCC2=C(C=C(C=C2)Cl)F)C=CC1 (3-(5-Amino-6-cyano-pyrazin-2-yl)-N-(4-chloro-2-fluoro-benzyl)-benzamide), N(N)C(=O)[C@@H]1CN(CCC1)C(=O)OC(C)(C)C (1,1-dimethylethyl (3S)-3-(hydrazinocarbonyl)piperidine-1-carboxylate). Run in O (water). Reaction conditions: temperature 180 celsius. The product is NC=1N=CC(=NC1C=1NN=C(N1)C1CNCCC1)C=1C=C(C(=O)NCC2=C(C=C(C=C2)Cl)F)C=CC1 (3-[5-amino-6-(5-piperidin-3-yl-2H-[1,2,4]triazol-3-yl)-pyrazin-2-yl]-N-(4-chloro-2-fluoro-benzyl)-benzamide). The yield is 64.5%. RXN SMILES: C(N)(=O)C1C=CC=CC=1.[NH2:10][C:11]1[N:12]=[CH:13][C:14]([C:19]2[CH:20]=[C:21]([CH:34]=[CH:35][CH:36]=2)[C:22]([NH:24][CH2:25][C:26]2[CH:31]=[CH:30][C:29]([Cl:32])=[CH:28][C:27]=2[F:33])=[O:23])=[N:15][C:16]=1[C:17]#[N:18].[NH:37]([C:39]([C@H:41]1[CH2:46][CH2:45][CH2:44][N:43](C(OC(C)(C)C)=O)[CH2:42]1)=O)[NH2:38]>O>[NH2:10][C:11]1[N:12]=[CH:13][C:14]([C:19]2[CH:20]=[C:21]([CH:34]=[CH:35][CH:36]=2)[C:22]([NH:24][CH2:25][C:26]2[CH:31]=[CH:30][C:29]([Cl:32])=[CH:28][C:27]=2[F:33])=[O:23])=[N:15][C:16]=1[C:17]1[NH:38][N:37]=[C:39]([CH:41]2[CH2:46][CH2:45][CH2:44][NH:43][CH2:42]2)[N:18]=1. Reported procedure: 3-(5-anmino-6{3-[(3S)-piperidin-3-yl]-1H-1,2,4-traiazol-5-yl}pyrazine-2-yl)-N[4-chloro-2-fluorophenyl)methyl]benzamide: 3-(5-Amino-6-cyano-pyrazin-2-yl)-N-(4-chloro-2-fluoro-benzyl)-benzamide (238.0 mg, 0.63 mmol) and 1,1-dimethylethyl (3S)-3-(hydrazinocarbonyl)piperidine-1-carboxylate (460 mg, 1.89 mmol) was combined together and it was heated to 180° C. for 1 or 2 hrs. The reaction mixture was poured into water (575 mL), and extracted with ethyl acetate (2×35 mL) then dried over anhydrous sodi...